From a dataset of the Open Reaction Database (ORD), a public repository of structured organic reaction records. describe an organic reaction: reactants, conditions, products, and yield The reactants are O=C([O-])[O-], CC(=O)O[Cu]OC(C)=O, CC#N, [Cs+], [Cs+], Cc1cc(F)cc(B(O)O)c1, O=S1(=O)CCN2CCCC(c3ccc(O)cc3)C2=N1, c1ccncc1. The product is Cc1cc(F)cc(Oc2ccc(C3CCCN4CCS(=O)(=O)N=C34)cc2)c1. As a reaction SMILES: [C:37](=[O:38])([O-:39])[O-:40].[C:46]([O:47][Cu:48][O:49][C:50](=[O:51])[CH3:52])(=[O:53])[CH3:54].[CH3:43][C:44]#[N:45].[Cs+:41].[Cs+:42].[F:1][c:2]1[cH:3][c:4]([B:9]([OH:10])[OH:11])[cH:5][c:6]([CH3:8])[cH:7]1.[O:12]=[S:13]1(=[O:30])[N:14]=[C:15]2[N:16]([CH2:17][CH2:18]1)[CH2:19][CH2:20][CH2:21][CH:22]2[c:23]1[cH:24][cH:25][c:26]([OH:29])[cH:27][cH:28]1.[cH:31]1[cH:32][cH:33][n:34][cH:35][cH:36]1>>[F:1][c:2]1[cH:3][c:4]([O:29][c:26]2[cH:25][cH:24][c:23]([CH:22]3[C:15]4=[N:14][S:13](=[O:12])(=[O:30])[CH2:18][CH2:17][N:16]4[CH2:19][CH2:20][CH2:21]3)[cH:28][cH:27]2)[cH:5][c:6]([CH3:8])[cH:7]1. The reactants are ice water, [N+](=O)(O)[O-] (nitric acid), C(C)(=O)O (acetic acid), C1(=CC=CC=C1)C(C(=O)O)CC (2-phenylbutyric acid). Solvent: S(O)(O)(=O)=O (sulfuric acid). Run at temperature 20 celsius. The product is [N+](=O)([O-])C1=CC=C(C=C1)C(C(=O)O)CC (2-(4-nitrophenyl)butyric acid). As a reaction SMILES: [C:1]1([CH:7]([CH2:11][CH3:12])[C:8]([OH:10])=[O:9])[CH:6]=[CH:5][CH:4]=[CH:3][CH:2]=1.[N+:13]([O-])([OH:15])=[O:14].C(O)(=O)C>S(=O)(=O)(O)O>[N+:13]([C:4]1[CH:5]=[CH:6][C:1]([CH:7]([CH2:11][CH3:12])[C:8]([OH:10])=[O:9])=[CH:2][CH:3]=1)([O-:15])=[O:14]. Reported procedure: A solution of 33.9 g of 2-phenylbutyric acid in 340 ml of concentrated sulfuric acid was cooled to -10° C. with stirring. To this solution was added, dropwise, a mixture of 39.4 ml of 70% nitric acid and 170 ml of acetic acid at such a rate that the temperature was maintained below 0° C. The mixture was then warmed to 20° C. over a period of 1 hour and poured into ice water. The off-white solid which formed was separated by filtration, washed with ice water and sucked as dry as possible on the f... Starting materials: CC(=O)Nc1cc(Cl)ccc1C=CC(=O)O, CCC1CN(Cc2ccc(F)cc2)CCN1, ClCCl, On1nnc2ccccc21. Product: CCC1CN(Cc2ccc(F)cc2)CCN1C(=O)C=Cc1ccc(Cl)cc1NC(C)=O. RXN SMILES: [C:27]([CH3:28])(=[O:29])[NH:30][c:31]1[c:32]([CH:38]=[CH:39][C:40](=[O:41])[OH:42])[cH:33][cH:34][c:35]([Cl:37])[cH:36]1.[CH2:1]([CH3:2])[CH:3]1[CH2:4][N:5]([CH2:9][c:10]2[cH:11][cH:12][c:13]([F:16])[cH:14][cH:15]2)[CH2:6][CH2:7][NH:8]1.[Cl:43][CH2:44][Cl:45].[OH:17][n:18]1[c:19]2[c:20]([cH:21][cH:22][cH:23][cH:24]2)[n:25][n:26]1>>[CH2:1]([CH3:2])[CH:3]1[CH2:4][N:5]([CH2:9][c:10]2[cH:11][cH:12][c:13]([F:16])[cH:14][cH:15]2)[CH2:6][CH2:7][N:8]1[C:40]([CH:39]=[CH:38][c:32]1[c:31]([NH:30][C:27]([CH3:28])=[O:29])[cH:36][c:35]([Cl:37])[cH:34][cH:33]1)=[O:41].